This data is from the Open Reaction Database (ORD), a public repository of structured organic reaction records. The task is: describe an organic reaction: reactants, conditions, products, and yield Starting materials: CC(=O)Nc1ccc(S(F)(F)(F)(F)F)cc1[N+](=O)[O-], Cl, C1COCCO1. The product is Nc1ccc(S(F)(F)(F)(F)F)cc1[N+](=O)[O-]. As a reaction SMILES: [C:1](=[O:2])([CH3:3])[NH:4][c:5]1[c:6]([N+:17](=[O:18])[O-:19])[cH:7][c:8]([S:11]([F:12])([F:13])([F:14])([F:15])[F:16])[cH:9][cH:10]1.[ClH:20].[O:21]1[CH2:22][CH2:23][O:24][CH2:25][CH2:26]1>>[NH2:4][c:5]1[c:6]([N+:17](=[O:18])[O-:19])[cH:7][c:8]([S:11]([F:12])([F:13])([F:14])([F:15])[F:16])[cH:9][cH:10]1.